Dataset: the Open Reaction Database (ORD), a public repository of structured organic reaction records. Task: describe an organic reaction: reactants, conditions, products, and yield Starting materials: CC(C)(C)[Si](C)(C)OCCBr, O=C([O-])[O-], [Cl-], [K+], [K+], [NH4+], CN(C)C=O, O=C1c2cccn2CC2(c3ccc(O)cc3)NCCN12. Yields the product CC(C)(C)[Si](C)(C)OCCOc1ccc(C23Cn4cccc4C(=O)N2CCN3)cc1. Reaction SMILES: [Br:27][CH2:28][CH2:29][O:30][Si:31]([CH3:32])([CH3:33])[C:34]([CH3:35])([CH3:36])[CH3:37].[C:21](=[O:22])([O-:23])[O-:24].[Cl-:43].[K+:25].[K+:26].[NH4+:44].[O:38]=[CH:39][N:40]([CH3:41])[CH3:42].[OH:1][c:2]1[cH:3][cH:4][c:5]([C:8]23[N:9]([C:10](=[O:17])[c:11]4[n:12]([cH:14][cH:15][cH:16]4)[CH2:13]2)[CH2:18][CH2:19][NH:20]3)[cH:6][cH:7]1>>[O:1]([c:2]1[cH:3][cH:4][c:5]([C:8]23[N:9]([C:10](=[O:17])[c:11]4[n:12]([cH:14][cH:15][cH:16]4)[CH2:13]2)[CH2:18][CH2:19][NH:20]3)[cH:6][cH:7]1)[CH2:28][CH2:29][O:30][Si:31]([CH3:32])([CH3:33])[C:34]([CH3:35])([CH3:36])[CH3:37]. The reactants are II, C(C)OP(OCC)=O (phosphonate diethyl ester), C(C)OP(OCC)(=O)C(Br)C1=CC=C(C=C1)CN ([(4-aminomethyl-phenyl)-bromo-methyl]-phosphonic acid diethyl ester), biotin-NHS ester, C(#N)C1=CC=C(CBr)C=C1 (4-cyanobenzyl bromide), C([O-])([O-])=O.[Ba+2] (barium carbonate). Product: C(#N)C1=CC=C(CO)C=C1 (4-cyanobenzyl alcohol). As a reaction SMILES: C(OP([CH:9]([C:11]1[CH:16]=[CH:15][C:14]([CH2:17][NH2:18])=[CH:13][CH:12]=1)Br)(=O)OCC)C.C([O:21]P(=O)OCC)C.C(C1C=CC(CBr)=CC=1)#N.C(=O)([O-])[O-].[Ba+2]>>[C:17]([C:14]1[CH:15]=[CH:16][C:11]([CH2:9][OH:21])=[CH:12][CH:13]=1)#[N:18] |f:3.4|. Procedure: The chemical synthesis of PTP probes I and II involved synthesizing a common intermediate 10 in a 7-step procedure (Scheme 1) and its subsequent coupling with the biotin-NHS ester analogues, followed by the deprotection of the phosphonate diethyl ester (Scheme 2). Thus, 4-cyanobenzyl bromide 3 was hydrolyzed in the presence of barium carbonate to produce 4-cyanobenzyl alcohol 4, which was subsequently reduced with lithium aluminum hydride under strict argon atmosphere to yield 4-hydroxymethyl-be... Reactants: ClC(C(Cl)(F)F)(I)F (1,2-dichloro-1-iodotrifluoroethane), C(C=C)[Si](C)(C)C (allyltrimethylsilane). Product: ClC(CC=C)(C(F)(F)Cl)F (4,5-dichloro-4,5,5-trifluoro-1-pentene). RXN SMILES: [Cl:1][C:2]([F:8])(I)[C:3]([F:6])([F:5])[Cl:4].[CH2:9]([Si](C)(C)C)[CH:10]=[CH2:11]>>[Cl:1][C:2]([F:8])([C:3]([Cl:4])([F:6])[F:5])[CH2:11][CH:10]=[CH2:9]. Procedure: A mixture of 279 mg (1.0 mmol) of 1,2-dichloro-1-iodotrifluoroethane and 114 mg (1.0 mmol) of allyltrimethylsilane was sealed in a Pyrex glass tube and externally radiated with a high pressure mercury lamp (400 W) in an ice-bath for 3 hours to obtain 4,5-dichloro-4,5,5-trifluoro-1-pentene (Compound 39) in a yield of 60%. Reactants: FC(C1=NC2=CC=C(C=C2C(=C1)NCC(=O)NC1CN(C1)C(=O)OC(C)(C)C)C(F)(F)F)(F)F (tert-butyl 3-(2-((2,6-bis(trifluoromethyl)quinolin-4-yl)amino)acetamido)azetidine-1-carboxylate). The solvent is O1CCOCC1 (dioxane). Yields the product N1CC(C1)NC(CNC1=CC(=NC2=CC=C(C=C12)C(F)(F)F)C(F)(F)F)=O (N-(azetidin-3-yl)-2-((2,6-bis(trifluoromethyl)quinolin-4-yl)amino)acetamide). RXN SMILES: [F:1][C:2]([F:34])([F:33])[C:3]1[CH:12]=[C:11]([NH:13][CH2:14][C:15]([NH:17][CH:18]2[CH2:21][N:20](C(OC(C)(C)C)=O)[CH2:19]2)=[O:16])[C:10]2[C:5](=[CH:6][CH:7]=[C:8]([C:29]([F:32])([F:31])[F:30])[CH:9]=2)[N:4]=1>O1CCOCC1>[NH:20]1[CH2:21][CH:18]([NH:17][C:15](=[O:16])[CH2:14][NH:13][C:11]2[C:10]3[C:5](=[CH:6][CH:7]=[C:8]([C:29]([F:31])([F:30])[F:32])[CH:9]=3)[N:4]=[C:3]([C:2]([F:1])([F:33])[F:34])[CH:12]=2)[CH2:19]1. Procedure details: A solution of tert-butyl 3-(2-((2,6-bis(trifluoromethyl)quinolin-4-yl)amino)acetamido)azetidine-1-carboxylate (291 mg, 1.04 mmol) in dry dioxane (5 mL), prepared in Step C above, was de-protected as described in example to afford the product. The reactants are BrC1=NN(C(=C1)C(=O)O)C1=NC=CC=C1Cl (3-bromo-1-(3-chloro-2-pyridinyl)-1H-pyrazole-5-carboxylic acid), BrC1=NN(C(=C1)C(=O)NC1=C(C=C(C=C1C(=O)NC(C)C)Cl)C)C1=NC=CC=C1Cl (3-bromo-N-[4-chloro-2-methyl-6-[[(1-methylethyl)amino]carbonyl]phenyl]-1-(3-chloro-2-pyridinyl)-1H-pyrazole-5-carboxamide), BrC1=NN(C(=C1)C(=O)NC1=C(C=C(C=C1C(=O)NC)Cl)C)C1=NC=CC=C1Cl (3-bromo-N-[4-chloro-2-methyl-6-[(methylamino)-carbonyl]phenyl]-1-(3-chloro-2-pyridinyl)-1H-pyrazole-5-carboxamide). Yields the product ClC1=NN(C(=C1)C(=O)O)C1=NC=CC=C1Cl (3-chloro-1-(3-chloro-2-pyridinyl)-1H-pyrazole-5-carboxylic acid). Reaction SMILES: Br[C:2]1[CH:6]=[C:5]([C:7]([OH:9])=[O:8])[N:4]([C:10]2[C:15]([Cl:16])=[CH:14][CH:13]=[CH:12][N:11]=2)[N:3]=1.BrC1C=C(C(NC2C(C(NC(C)C)=O)=CC([Cl:38])=CC=2C)=O)N(C2C(Cl)=CC=CN=2)N=1.BrC1C=C(C(NC2C(C(NC)=O)=CC(Cl)=CC=2C)=O)N(C2C(Cl)=CC=CN=2)N=1>>[Cl:38][C:2]1[CH:6]=[C:5]([C:7]([OH:9])=[O:8])[N:4]([C:10]2[C:15]([Cl:16])=[CH:14][CH:13]=[CH:12][N:11]=2)[N:3]=1. Procedure: The following Example 9 illustrates an alternative preparation of 3-bromo-1-(3-chloro-2-pyridinyl)-1H-pyrazole-5-carboxylic acid, which can be used to prepare, for example, 3-bromo-N-[4-chloro-2-methyl-6-[[(1-methylethyl)amino]carbonyl]phenyl]-1-(3-chloro-2-pyridinyl)-1H-pyrazole-5-carboxamide and 3-bromo-N-[4-chloro-2-methyl-6-[(methylamino)-carbonyl]phenyl]-1-(3-chloro-2-pyridinyl)-1H-pyrazole-5-carboxamide, by further steps illustrated in Examples 5 and 6. Starting materials: C1(CCCCC1)C=1C=2C=CC(=CC2N2C1C1=C(C=C(C2)C(=O)N2CC34C(C2)(CN(C3)C)CN(C4)C)C=C(C=C1)OC)C(=O)NS(N(C)C)(=O)=O (13-cyclohexyl-N-(dimethylsulfamoyl)-6-((7,10-dimethyl-3,7,10-triazatricyclo[3.3.3.01,5]undec-3-yl)carbonyl)-3-methoxy-7H-indolo[2,1-a][2]benzazepine-10-carboxamide). Reagents/catalysts: [Pd] (Pd/C). The solvent is CO (MeOH). Run at time 16 hour. The product is C1(CCCCC1)C=1C=2C=CC(=CC2N2C1C1=C(CC(C2)C(=O)N2CC34C(C2)(CN(C3)C)CN(C4)C)C=C(C=C1)OC)C(=O)NS(N(C)C)(=O)=O (13-cyclohexyl-N-(dimethylsulfamoyl)-6-((7,10-dimethyl-3,7,10-triazatricyclo[3.3.3.01,5]undec-3-yl)carbonyl)-3-methoxy-6,7-dihydro-5H-indolo[2,1-a][2]benzazepine-10-carboxamide). Isolated yield 48.8%. As a reaction SMILES: [CH:1]1([C:7]2[C:8]3[CH:9]=[CH:10][C:11]([C:42]([NH:44][S:45](=[O:50])(=[O:49])[N:46]([CH3:48])[CH3:47])=[O:43])=[CH:12][C:13]=3[N:14]3[CH2:20][C:19]([C:21]([N:23]4[CH2:27][C:26]56[CH2:32][N:33]([CH3:35])[CH2:34][C:25]5([CH2:30][N:29]([CH3:31])[CH2:28]6)[CH2:24]4)=[O:22])=[CH:18][C:17]4[CH:36]=[C:37]([O:40][CH3:41])[CH:38]=[CH:39][C:16]=4[C:15]=23)[CH2:6][CH2:5][CH2:4][CH2:3][CH2:2]1>CO.[Pd]>[CH:1]1([C:7]2[C:8]3[CH:9]=[CH:10][C:11]([C:42]([NH:44][S:45](=[O:49])(=[O:50])[N:46]([CH3:48])[CH3:47])=[O:43])=[CH:12][C:13]=3[N:14]3[CH2:20][CH:19]([C:21]([N:23]4[CH2:27][C:26]56[CH2:28][N:29]([CH3:31])[CH2:30][C:25]5([CH2:34][N:33]([CH3:35])[CH2:32]6)[CH2:24]4)=[O:22])[CH2:18][C:17]4[CH:36]=[C:37]([O:40][CH3:41])[CH:38]=[CH:39][C:16]=4[C:15]=23)[CH2:2][CH2:3][CH2:4][CH2:5][CH2:6]1. Procedure details: 10% Pd/C (4 mg, 4 μmol) was added to a suspension of 13-cyclohexyl-N-(dimethylsulfamoyl)-6-((7,10-dimethyl-3,7,10-triazatricyclo[3.3.3.01,5]undec-3-yl)carbonyl)-3-methoxy-7H-indolo[2,1-a][2]benzazepine-10-carboxamide (Example 15) (6.0 mg, 8.6 μmol) in MeOH (2 mL). The reaction mixture was vacuum flushed with N2, and then with H2 and stirred under a H2 balloon at rt for 16 h. The reaction mixture was filtered through celite, and concentrated to yield 13-cyclohexyl-N-(dimethylsulfamoyl)-6-((7,10-d... Reactants: Cc1cnc2c(c1)CCCC2C(N)=O, c1ccncc1. The product is Cc1cnc2c(c1)CCCC2C#N. As a reaction SMILES: [CH3:1][c:2]1[cH:3][n:4][c:5]2[c:10]([cH:11]1)[CH2:9][CH2:8][CH2:7][CH:6]2[C:12](=[O:13])[NH2:14].[cH:15]1[cH:16][cH:17][n:18][cH:19][cH:20]1>>[CH3:1][c:2]1[cH:3][n:4][c:5]2[c:10]([cH:11]1)[CH2:9][CH2:8][CH2:7][CH:6]2[C:12]#[N:14]. Starting materials: ClC=1C(=NC=NC1Cl)N (5,6-dichloropyrimidin-4-amine), NCC1(CCCC1)NC(OC(C)(C)C)=O (tert-butyl (1-(aminomethyl)cyclopentyl)carbamate), O(C1=CC=CC=C1)C1=CC=C(C=C1)B(O)O ((4-phenoxyphenyl)boronic acid), C(C=C)(=O)Cl (acryloyl chloride). The product is NC1=C(C(=NC=N1)NCC1(CCCC1)NC(C=C)=O)C1=CC=C(C=C1)OC1=CC=CC=C1 (N-(1-(((6-amino-5-(4-phenoxyphenyl)pyrimidin-4-yl)amino)methyl)cyclopentyl)acrylamide). Reaction SMILES: Cl[C:2]1[C:3]([NH2:9])=[N:4][CH:5]=[N:6][C:7]=1Cl.[NH2:10][CH2:11][C:12]1([NH:17][C:18](=[O:24])OC(C)(C)C)[CH2:16][CH2:15][CH2:14][CH2:13]1.[O:25]([C:32]1[CH:37]=[CH:36][C:35](B(O)O)=[CH:34][CH:33]=1)[C:26]1[CH:31]=[CH:30][CH:29]=[CH:28][CH:27]=1.[C:41](Cl)(=O)[CH:42]=C>>[NH2:9][C:3]1[N:4]=[CH:5][N:6]=[C:7]([NH:10][CH2:11][C:12]2([NH:17][C:18](=[O:24])[CH:41]=[CH2:42])[CH2:13][CH2:14][CH2:15][CH2:16]2)[C:2]=1[C:29]1[CH:30]=[CH:31][C:26]([O:25][C:32]2[CH:37]=[CH:36][CH:35]=[CH:34][CH:33]=2)=[CH:27][CH:28]=1. Procedure: N-(1-(((6-amino-5-(4-phenoxyphenyl)pyrimidin-4-yl)amino)methyl)cyclopentyl)acrylamide was prepared from 5,6-dichloropyrimidin-4-amine, tert-butyl (1-(aminomethyl)cyclopentyl)carbamate, (4-phenoxyphenyl)boronic acid, and acryloyl chloride using methods B, C, D, and F. HPLC purity: 99%. MS: m/z=430 [M+H]+.